From a dataset of the Open Reaction Database (ORD), a public repository of structured organic reaction records. describe an organic reaction: reactants, conditions, products, and yield The reactants are CCOCC(Sc1ccc(OCC(=O)OCC)c(C)c1)c1cccc(Br)n1, O=C([O-])[O-], C1COCCO1, Cc1cc(C)c(-n2cc[n+](-c3c(C)cc(C)cc3C)c2)c(C)c1, [Cl-], [Cs+], [Cs+], FC(F)(F)c1ccc(B2OCCO2)cc1, CC(=O)[O-], CC(=O)[O-], [Pd+2]. The product is CCOCC(Sc1ccc(OCC(=O)OCC)c(C)c1)c1cccc(-c2ccc(C(F)(F)F)cc2)n1. Reaction SMILES: [Br:31][c:32]1[cH:33][cH:34][cH:35][c:36]([CH:38]([CH2:39][O:40][CH2:41][CH3:42])[S:43][c:44]2[cH:45][c:46]([CH3:57])[c:47]([O:50][CH2:51][C:52](=[O:53])[O:54][CH2:55][CH3:56])[cH:48][cH:49]2)[n:37]1.[C:25](=[O:26])([O-:27])[O-:28].[CH2:73]1[O:74][CH2:75][CH2:76][O:77][CH2:78]1.[CH3:2][c:3]1[cH:4][c:5]([CH3:6])[cH:7][c:8]([CH3:9])[c:10]1-[n+:11]1[cH:12][cH:13][n:14](-[c:15]2[c:16]([CH3:17])[cH:18][c:19]([CH3:20])[cH:21][c:22]2[CH3:23])[cH:24]1.[Cl-:1].[Cs+:29].[Cs+:30].[F:58][C:59]([c:60]1[cH:61][cH:62][c:63]([B:66]2[O:67][CH2:68][CH2:69][O:70]2)[cH:64][cH:65]1)([F:71])[F:72].[O-:80][C:81]([CH3:82])=[O:83].[O-:84][C:85]([CH3:86])=[O:87].[Pd+2:79]>>[c:32]1(-[c:63]2[cH:62][cH:61][c:60]([C:59]([F:58])([F:71])[F:72])[cH:65][cH:64]2)[cH:33][cH:34][cH:35][c:36]([CH:38]([CH2:39][O:40][CH2:41][CH3:42])[S:43][c:44]2[cH:45][c:46]([CH3:57])[c:47]([O:50][CH2:51][C:52](=[O:53])[O:54][CH2:55][CH3:56])[cH:48][cH:49]2)[n:37]1. Reactants: S(=O)(=O)(O)[O-].[K+] (Potassium hydrogen sulfate), CON(C(=O)[C@H]1[C@@H](C1)C1=CC=CC2=C1CCO2)C ((±)-(trans)-N-methoxy-N-methyl-2-(2,3-dihydrobenzofuran-4-yl)cyclopropanecarboxamide), [H-].[H-].[H-].[H-].[Li+].[Al+3] (LAH). The solvent is O (H2O), C1CCOC1 (THF), C1CCOC1 (THF). Run at temperature 5 celsius, time 30 minute. The product is O1CCC2=C1C=CC=C2[C@H]2[C@@H](C2)C=O ((±)-(trans)- 2-(2,3-Dihydrobenzofuran-4-yl)cyclopropanecarboxaldehyde). Yield: 92.1%. Reaction SMILES: CON(C)[C:4]([C@@H:6]1[CH2:8][C@H:7]1[C:9]1[C:14]2[CH2:15][CH2:16][O:17][C:13]=2[CH:12]=[CH:11][CH:10]=1)=[O:5].[H-].[H-].[H-].[H-].[Li+].[Al+3].S([O-])(O)(=O)=O.[K+]>C1COCC1.O>[O:17]1[C:13]2[CH:12]=[CH:11][CH:10]=[C:9]([C@@H:7]3[CH2:8][C@H:6]3[CH:4]=[O:5])[C:14]=2[CH2:15][CH2:16]1 |f:1.2.3.4.5.6,7.8|. Procedure details: A solution of (±)-(trans)-N-methoxy-N-methyl-2-(2,3-dihydrobenzofuran-4-yl)cyclopropanecarboxamide (3.7 g, 15 mmol) in THF (10 mL) was added dropwise to a rapidly stirred suspension of LAH (683 mg, 18 mmol) in THF (50 mL) at -45° C., maintaining the temperature below -40° C. throughout. The cooling bath was removed, the reaction was allowed to warm to 5° C., and then the reaction was immediately recooled to -45° C. Potassium hydrogen sulfate (3.4 g, 25.5 mmol) in H2O (50 mL) was cautiously added... Reactants: COC1=C(CNC2=NC3=CC=C(C=C3C=C2)C=O)C=CC=C1 (2-(2-Methoxy-benzylamino)-quinoline-6-carbaldehyde), [BH4-].[Na+] (sodium borohydride). Run in CO (methanol). The product is COC1=C(CNC2=NC3=CC=C(C=C3C=C2)CO)C=CC=C1 ([2-(2-Methoxy-benzylamino)-quinolin-6-yl]-methanol), solid. Isolated yield 59.0%. Reaction SMILES: [CH3:1][O:2][C:3]1[CH:22]=[CH:21][CH:20]=[CH:19][C:4]=1[CH2:5][NH:6][C:7]1[CH:16]=[CH:15][C:14]2[C:9](=[CH:10][CH:11]=[C:12]([CH:17]=[O:18])[CH:13]=2)[N:8]=1.[BH4-].[Na+]>CO>[CH3:1][O:2][C:3]1[CH:22]=[CH:21][CH:20]=[CH:19][C:4]=1[CH2:5][NH:6][C:7]1[CH:16]=[CH:15][C:14]2[C:9](=[CH:10][CH:11]=[C:12]([CH2:17][OH:18])[CH:13]=2)[N:8]=1 |f:1.2|. Procedure: 2-(2-Methoxy-benzylamino)-quinoline-6-carbaldehyde (663 mg, 2.27 mmol) was dissolved in 25 mL methanol and sodium borohydride (343 mg, 9.03 mmol) was added. The reaction mixture was refluxed for 3 h. The solvent was evaporated off. The residue was taken up in 100 mL water and extracted three times with ethyl acetate (100 mL each). The organic phases ware pooled, dried with sodium sulfate, filtered and evaporated. The crude product was recrystallized from dichloromethane. [2-(2-Methoxy-benzylamin... Reactants: CO (methanol), C(=O)[O-].[NH4+] (ammonium formate), [N+](=O)([O-])C=1C=C(C=CC1)C1=C(C(=O)OC)C=CN=C1 (methyl 3-(3-nitrophenyl)isonicotinate). The reagents and catalysts are [Pd] (Pd/C). Run in C1CCOC1 (THF). Reaction conditions: time 2 hour. Product: NC=1C=C(C=CC1)C1=C(C(=O)OC)C=CN=C1 (Methyl 3-(3-aminophenyl)isonicotinate). As a reaction SMILES: [N+:1]([C:4]1[CH:5]=[C:6]([C:10]2[CH:19]=[N:18][CH:17]=[CH:16][C:11]=2[C:12]([O:14][CH3:15])=[O:13])[CH:7]=[CH:8][CH:9]=1)([O-])=O.CO.C([O-])=O.[NH4+]>[Pd].C1COCC1>[NH2:1][C:4]1[CH:5]=[C:6]([C:10]2[CH:19]=[N:18][CH:17]=[CH:16][C:11]=2[C:12]([O:14][CH3:15])=[O:13])[CH:7]=[CH:8][CH:9]=1 |f:2.3|. Reported procedure: Into an RBF was placed methyl 3-(3-nitrophenyl)isonicotinate (1.85 g, 7.16 mmol) and to this was added methanol (50 ml), ammonium formate (6.0 g, 35.8 mmol) and 5 wt % Pd/C (Degussa type). No initial exotherm was noticed (to the touch) and no bubbling or gas evolution was observed. After 2 h, some SM was observed to be undissolved and THF (25 ml) was added to aid in solubility. The reaction was slow at room temperature. The reaction mixture was then placed on the Buchi hydrogenator overnight. Th... Starting materials: O=C(O)c1ccccc1Cc1ccccc1, NC1CN2CCC1CC2, NC1CN2CCC1CC2. Yields the product O=C(NC1CN2CCC1CC2)c1ccccc1Cc1ccccc1. Reaction SMILES: [CH2:1]([c:2]1[cH:3][cH:4][cH:5][cH:6][cH:7]1)[c:8]1[c:9]([C:10](=[O:11])[OH:12])[cH:13][cH:14][cH:15][cH:16]1.[NH2:17][CH:18]1[CH2:19][N:20]2[CH2:21][CH2:22][CH:23]1[CH2:24][CH2:25]2.[NH2:26][CH:27]1[CH:28]2[CH2:29][CH2:30][N:31]([CH2:32][CH2:33]2)[CH2:34]1>>[CH2:1]([c:2]1[cH:3][cH:4][cH:5][cH:6][cH:7]1)[c:8]1[c:9]([C:10](=[O:12])[NH:17][CH:18]2[CH2:19][N:20]3[CH2:21][CH2:22][CH:23]2[CH2:24][CH2:25]3)[cH:13][cH:14][cH:15][cH:16]1.